describe an organic reaction: reactants, conditions, products, and yield From a dataset of the Open Reaction Database (ORD), a public repository of structured organic reaction records. Starting materials: C(N)(=S)C1CCN(CC1)C(=O)OC(C)(C)C (tert-butyl 4-carbamothioylpiperidine-1-carboxylate), C(Cl)Cl (DCM), FC1=C(C=CC(=C1)F)C(CC=1C=CC=2N(N1)C(=NN2)C(C)C)=O (1-(2,4-difluorophenyl)-2-(3-isopropyl-[1,2,4]triazolo[4,3-b]pyridazin-6-yl)ethanone), [Br-].[Br-].[Br-].[NH+]1=CC=CC=C1.[NH+]1=CC=CC=C1.[NH+]1=CC=CC=C1 (pyridinium tribromide). Run in Cl (HCl), O (water), C1CCOC1 (THF), O1CCOCC1 (1,4-dioxane). Conditions: time 2.5 minute. Yields the product FC1=C(C=CC(=C1)F)C=1N=C(SC1C=1C=CC=2N(N1)C(=NN2)C(C)C)C2CCNCC2 (4-(2,4-Difluorophenyl)-5-(3-isopropyl-[1,2,4]triazolo[4,3-b]pyridazin-6-yl)-2-(piperidin-4-yl)thiazole). The yield is 36.0%. RXN SMILES: [F:1][C:2]1[CH:7]=[C:6]([F:8])[CH:5]=[CH:4][C:3]=1[C:9](=O)[CH2:10][C:11]1[CH:12]=[CH:13][C:14]2[N:15]([C:17]([CH:20]([CH3:22])[CH3:21])=[N:18][N:19]=2)[N:16]=1.[Br-].[Br-].[Br-].[NH+]1C=CC=CC=1.[NH+]1C=CC=CC=1.[NH+]1C=CC=CC=1.C(Cl)Cl.[C:48]([CH:51]1[CH2:56][CH2:55][N:54](C(OC(C)(C)C)=O)[CH2:53][CH2:52]1)(=[S:50])[NH2:49]>C1COCC1.O1CCOCC1.Cl.O>[F:1][C:2]1[CH:7]=[C:6]([F:8])[CH:5]=[CH:4][C:3]=1[C:9]1[N:49]=[C:48]([CH:51]2[CH2:56][CH2:55][NH:54][CH2:53][CH2:52]2)[S:50][C:10]=1[C:11]1[CH:12]=[CH:13][C:14]2[N:15]([C:17]([CH:20]([CH3:22])[CH3:21])=[N:18][N:19]=2)[N:16]=1 |f:1.2.3.4.5.6|. Procedure: The 1-(2,4-difluorophenyl)-2-(3-isopropyl-[1,2,4]triazolo[4,3-b]pyridazin-6-yl)ethanone (0.250 g, 0.790 mmol, Preparation #K.1) was dissolved in THF (4 mL) then pyridinium tribromide (0.253 g, 0.790 mmol) was added in one portion. Within about 2-3 min, a solid started forming. The mixture was stirred at ambient temperature for about 1.5 h then DCM (20 mL) and water (10 mL) were added. The mixture was transferred to a separatory funnel and the layers were separated. The organic layer was dried ov... The reactants are C(C)(=O)OC1=C(C(=C(C=C1OC)C(OC(C)=O)OC(C)=O)[N+](=O)[O-])OC (4-acetoxy-1-diacetoxymethyl-3,5-dimethoxy-2-nitrobenzene). Run in Cl (hydrochloric acid). Yields the product COC=1C(=C(C=O)C=C(C1O)OC)[N+](=O)[O-] (3,5-dimethoxy-4-hydroxy-2-nitrobenzaldehyde), solid. The yield is 98.0%. As a reaction SMILES: C([O:4][C:5]1[C:10]([O:11][CH3:12])=[CH:9][C:8]([CH:13](OC(=O)C)[O:14]C(=O)C)=[C:7]([N+:22]([O-:24])=[O:23])[C:6]=1[O:25][CH3:26])(=O)C>Cl>[CH3:26][O:25][C:6]1[C:7]([N+:22]([O-:24])=[O:23])=[C:8]([CH:9]=[C:10]([O:11][CH3:12])[C:5]=1[OH:4])[CH:13]=[O:14]. Procedure details: A suspension of 43 g (0.116 mole) of 4-acetoxy-1-diacetoxymethyl-3,5-dimethoxy-2-nitrobenzene in 500 cm3 of 2N hydrochloric acid is heated under reflux for 2 hours. The reaction mixture is left to return to ambient temperature, then the precipitate formed is filtered off. After washing with water and drying under vacuum, 25.8 g of the desired product is obtained in the form of a slightly yellow solid (yield=98%). The reactants are O[C@@H]1C[C@H](NC1)COC=1C=NC=CC1 (3-((trans-4-hydroxy-2-(S)-pyrrolidinyl)methoxy)pyridine), Cl (HCl). The reagents and catalysts are [Pd] (Pd/C). The solvent is C(C)O (ethanol), CCOCC (ether). Conditions: time 15 hour. The product is Cl.Cl.O[C@@H]1C[C@H](NC1)COC=1C=NC=CC1 (3-((trans-4-hydroxy-2-(S)-pyrrolidinyl)methoxy)pyridine dihydrochloride). Reaction SMILES: [OH:1][C@H:2]1[CH2:6][NH:5][C@H:4]([CH2:7][O:8][C:9]2[CH:10]=[N:11][CH:12]=[CH:13][CH:14]=2)[CH2:3]1.[ClH:15]>C(O)C.CCOCC.[Pd]>[ClH:15].[ClH:15].[OH:1][C@H:2]1[CH2:6][NH:5][C@H:4]([CH2:7][O:8][C:9]2[CH:10]=[N:11][CH:12]=[CH:13][CH:14]=2)[CH2:3]1 |f:5.6.7|. Procedure: A 350 mg sample of the compound from step 72e above was dissolved in 6 mL of ethanol, 35 mg of 10% Pd/C was added, and the reaction mixture was shaken under 4 atm of H2 for 15 hours. The catalyst was removed by filtration, the solvent removed, and the residue was purified by chromatography on silica gel, eluting with 20:1 chloroform:methanol, to give the free base. This compound was treated with HCl in ether according to Example 14c to afford the title compound. MS (DCI/NH3) m/e: 195 (M+H)+, 212... Starting materials: COc1ccc(C(=O)N(Cc2nccs2)C2CC2)c(C(=O)c2ccccc2)c1, O. Product: COc1ccc2c(c1)C(O)(c1ccccc1)C(c1nccs1)N(C1CC1)C2=O. As a reaction SMILES: [C:1]([c:2]1[cH:3][cH:4][cH:5][cH:6][cH:7]1)(=[O:8])[c:9]1[c:10]([C:11](=[O:12])[N:13]([CH2:14][c:15]2[s:16][cH:17][cH:18][n:19]2)[CH:20]2[CH2:21][CH2:22]2)[cH:23][cH:24][c:25]([O:27][CH3:28])[cH:26]1.[OH2:29]>>[C:1]1([c:2]2[cH:3][cH:4][cH:5][cH:6][cH:7]2)([OH:8])[c:9]2[c:10]([cH:23][cH:24][c:25]([O:27][CH3:28])[cH:26]2)[C:11](=[O:12])[N:13]([CH:20]2[CH2:21][CH2:22]2)[CH:14]1[c:15]1[s:16][cH:17][cH:18][n:19]1. Starting materials: CCOC(=O)CBr, [H-], [Na+], CN(C)C=O, CC(C)(C)OC(=O)N1CCc2ccc3cc[nH]c3c2CC1. Product: CCOC(=O)Cn1ccc2ccc3c(c21)CCN(C(=O)OC(C)(C)C)CC3. Reaction SMILES: [Br:24][CH2:25][C:26](=[O:27])[O:28][CH2:29][CH3:30].[H-:1].[Na+:2].[O:31]=[CH:32][N:33]([CH3:34])[CH3:35].[nH:3]1[cH:4][cH:5][c:6]2[cH:7][cH:8][c:9]3[c:10]([c:11]12)[CH2:12][CH2:13][N:14]([C:17](=[O:18])[O:19][C:20]([CH3:21])([CH3:22])[CH3:23])[CH2:15][CH2:16]3>>[n:3]1([CH2:25][C:26](=[O:27])[O:28][CH2:29][CH3:30])[cH:4][cH:5][c:6]2[cH:7][cH:8][c:9]3[c:10]([c:11]12)[CH2:12][CH2:13][N:14]([C:17](=[O:18])[O:19][C:20]([CH3:21])([CH3:22])[CH3:23])[CH2:15][CH2:16]3. The reactants are COC[C@H]1C[C@H]2[C@@H]3CCC([C@@]3(C)CC[C@@H]2[C@]2(CCC(CC12)=O)C)=O (6α-methoxymethylandrostane-3,17-dione), Cl.Cl.NCCON (2-aminoethoxyamine dihydrochloride). The product is Cl.NCCON=C1CC2[C@H](C[C@H]3[C@@H]4CCC([C@@]4(C)CC[C@@H]3[C@]2(CC1)C)=O)COC (3-(2-Aminoethoxyimino)-6α-methoxymethylandrostan-17-one hydrochloride). The yield is 33.0%. Reaction SMILES: [CH3:1][O:2][CH2:3][C@@H:4]1[CH:21]2[C@:16]([CH3:23])([CH2:17][CH2:18][C:19](=O)[CH2:20]2)[C@@H:15]2[C@H:6]([C@H:7]3[C@@:11]([CH2:13][CH2:14]2)([CH3:12])[C:10](=[O:24])[CH2:9][CH2:8]3)[CH2:5]1.[ClH:25].Cl.[NH2:27][CH2:28][CH2:29][O:30][NH2:31]>>[ClH:25].[NH2:27][CH2:28][CH2:29][O:30][N:31]=[C:19]1[CH2:18][CH2:17][C@@:16]2([CH3:23])[CH:21]([C@@H:4]([CH2:3][O:2][CH3:1])[CH2:5][C@@H:6]3[C@@H:15]2[CH2:14][CH2:13][C@@:11]2([CH3:12])[C@H:7]3[CH2:8][CH2:9][C:10]2=[O:24])[CH2:20]1 |f:1.2.3,4.5|. Procedure: Prepared in 33% yield as described in Example 1 starting from 6α-methoxymethylandrostane-3,17-dione (II-ap, Prepn. 16) and 2-aminoethoxyamine dihydrochloride. The crude product was crystallized from Et2O/EtOAc. 1H-NMR (300 MHz, DMSO-d6, ppm from TMS): δ 7.82 (bb, 3H), 4.06 (m, 2H), 3.22 (m, 2H), 3.20 (s, 3H), 3.05 (m, 1H), 3.02 (m, 2H), 2.45-0.60 (m, 20H), 0.89 (s, 3H), 0.78 (s, 3H). The reactants are C(CCC)[Li] (n-butyl lithium), water ice, C(C)OCC (ethyl ether), COC1=CC=C(C=C1)C=1OCC(N1)(C)C (2-(4-methoxy-phenyl)-4,4-dimethyl-4,5-dihydro-oxazole), C(C)OCC (ethyl ether). Solvent: CCCCCC (hexane). Reaction conditions: time 4 hour. Product: petrolatum ethyl acetate, CC1(N=C(OC1)C1=C(C=C(C=C1)OC)C(CCCCC1=CC=CC=C1)O)C (1-[2-(4,4-Dimethyl-4,5-dihydro-oxazol-2-yl)-5-methoxy-phenyl]-5-phenyl-pentan-1-ol). Yield: 35.0%. Reaction SMILES: [CH3:1][O:2][C:3]1[CH:8]=[CH:7][C:6]([C:9]2[O:10][CH2:11][C:12]([CH3:15])([CH3:14])[N:13]=2)=[CH:5][CH:4]=1.[CH2:16]([Li])[CH2:17][CH2:18][CH3:19].C([O:23][CH2:24][CH3:25])C>CCCCCC>[CH3:14][C:12]1([CH3:15])[CH2:11][O:10][C:9]([C:6]2[CH:5]=[CH:4][C:3]([O:2][CH3:1])=[CH:8][C:7]=2[CH:24]([OH:23])[CH2:25][CH2:19][CH2:18][CH2:17][C:16]2[CH:7]=[CH:8][CH:3]=[CH:4][CH:5]=2)=[N:13]1. Procedure details: A solution of 2-(4-methoxy-phenyl)-4,4-dimethyl-4,5-dihydro-oxazole (1.85 g, 9 mmoles), prepared as described in example 1, in dry ethyl ether (37 ml), at 0° C. was added with 2.5M n-butyl lithium (4 ml, 9.9 mmoles) in hexane, keeping the temperature below 5° C. The mixture was left at 0° C. for 4 hours, then dropwise added with a solution of 5-phenyl-pentanale (3.25 g, 20 mmoles) in dry ethyl ether (10 ml), keeping the temperature below 5° C. The mixture was kept at room temperature for 2 days,...